This data is from the Open Reaction Database (ORD), a public repository of structured organic reaction records. The task is: describe an organic reaction: reactants, conditions, products, and yield Run at time 14 hour. Solvent: C(C)O (ethanol). Reagents/catalysts: [OH-].[OH-].[Pd+2] (Pd(OH)2). The reactants are C(C1=CC=CC=C1)(C1=CC=CC=C1)N1CC(C1)(F)CNC(OC(C)(C)C)=O (tert-Butyl (1-benzhydryl-3-fluoroazetidin-3-yl)methylcarbamate). Yields the product FC1(CNC1)CNC(OC(C)(C)C)=O (tert-butyl (3-fluoroazetidin-3-yl)methylcarbamate). Reported procedure: tert-Butyl (1-benzhydryl-3-fluoroazetidin-3-yl)methylcarbamate (0.6 g, 1.35 mmol) was dissolved in ethanol and Pd(OH)2 (0.38 gm, 2.7 mmol) was added. The reaction mixture was stirred at rt for 14 h under H2 atmosphere. The solids were removed by filtration and the filtrate was concentrated under reduced pressure to afford 0.2 g of tert-butyl (3-fluoroazetidin-3-yl)methylcarbamate (66% yield). Isolated yield 72.5%. RXN SMILES: C([N:14]1[CH2:17][C:16]([CH2:19][NH:20][C:21](=[O:27])[O:22][C:23]([CH3:26])([CH3:25])[CH3:24])([F:18])[CH2:15]1)(C1C=CC=CC=1)C1C=CC=CC=1>C(O)C.[OH-].[OH-].[Pd+2]>[F:18][C:16]1([CH2:19][NH:20][C:21](=[O:27])[O:22][C:23]([CH3:25])([CH3:24])[CH3:26])[CH2:15][NH:14][CH2:17]1 |f:2.3.4|. Reactants: C1=CC=CC2=CC=CC=C12 (naphthalene), S(O)(O)(=O)=O (sulfuric acid), C=O (formaldehyde). The solvent is O (water), O (water). Reaction conditions: temperature 160 celsius. The product is C=O.C1(=CC=CC2=CC=CC=C12)S(=O)(=O)O (naphthalene sulfonic acid formaldehyde). RXN SMILES: [CH:1]1[C:10]2[C:5](=[CH:6][CH:7]=[CH:8][CH:9]=2)[CH:4]=[CH:3][CH:2]=1.[S:11](=O)(=[O:14])([OH:13])[OH:12].[CH2:16]=[O:17]>O>[CH2:16]=[O:17].[C:9]1([S:11]([OH:14])(=[O:13])=[O:12])[C:10]2[C:5](=[CH:4][CH:3]=[CH:2][CH:1]=2)[CH:6]=[CH:7][CH:8]=1 |f:4.5|. Procedure: A charge of 64 g (0.5 mole) of naphthalene was heated to 160° C. and 75 g (0.75-0.765 mole) of 98-100% strength sulfuric acid was added. The reaction mixture was maintained for 2 hours at 160° C. under constant stirring, was then cooled to 100° C. and 20 g of water added. Then 40 g of 37% by weight formaldehyde solution and 80 g of water were added and the reaction mixture maintained at 100° C. for 4 hours to obtain a naphthalene sulfonic acid formaldehyde condensate solution. The condensate sol... Starting materials: C([O-])([O-])=O.[Na+].[Na+] (sodium carbonate), ClC=1N=CC2=C(N(CC(C(N2CC(F)(F)F)=O)(F)F)C2CCCC2)N1 (2-chloro-9-cyclopentyl-7,7-difluoro-5-(2,2,2-trifluoro-ethyl)-5,7,8,9-tetrahydro-pyrimido[4,5-b][1,4]diazepin-6-one), NC1=C(C=C(C(=O)NC2CCN(CC2)C)C=C1)OC (4-amino-3-methoxy-N-(1-methyl-piperidin-4-yl)-benzamide), O.C1(=CC=C(C=C1)S(=O)(=O)O)C (p-toluenesulfonic acid monohydrate). The solvent is ClCCl (dichloromethane), C(C)(C)O (isopropanol). Yields the product C1(CCCC1)N1C2=C(N(C(C(C1)(F)F)=O)CC(F)(F)F)C=NC(=N2)NC2=C(C=C(C(=O)NC1CCN(CC1)C)C=C2)OC (4-[9-cyclopentyl-7,7-difluoro-6-oxo-5-(2,2,2-trifluoro-ethyl)-6,7,8,9-tetrahydro-5H-pyrimido[4,5-b][1,4]diazepin-2-ylamino]-3-methoxy-N-(1-methyl-piperidin-4-yl)-benzamide). The yield is 47.2%. As a reaction SMILES: Cl[C:2]1[N:3]=[CH:4][C:5]2[N:11]([CH2:12][C:13]([F:16])([F:15])[F:14])[C:10](=[O:17])[C:9]([F:19])([F:18])[CH2:8][N:7]([CH:20]3[CH2:24][CH2:23][CH2:22][CH2:21]3)[C:6]=2[N:25]=1.[NH2:26][C:27]1[CH:42]=[CH:41][C:30]([C:31]([NH:33][CH:34]2[CH2:39][CH2:38][N:37]([CH3:40])[CH2:36][CH2:35]2)=[O:32])=[CH:29][C:28]=1[O:43][CH3:44].O.C1(C)C=CC(S(O)(=O)=O)=CC=1.C(=O)([O-])[O-].[Na+].[Na+]>ClCCl.C(O)(C)C>[CH:20]1([N:7]2[CH2:8][C:9]([F:19])([F:18])[C:10](=[O:17])[N:11]([CH2:12][C:13]([F:14])([F:15])[F:16])[C:5]3[CH:4]=[N:3][C:2]([NH:26][C:27]4[CH:42]=[CH:41][C:30]([C:31]([NH:33][CH:34]5[CH2:35][CH2:36][N:37]([CH3:40])[CH2:38][CH2:39]5)=[O:32])=[CH:29][C:28]=4[O:43][CH3:44])=[N:25][C:6]2=3)[CH2:24][CH2:23][CH2:22][CH2:21]1 |f:2.3,4.5.6|. Procedure details: A mixture of 0.10 g (0.26 mmole) of 2-chloro-9-cyclopentyl-7,7-difluoro-5-(2,2,2-trifluoro-ethyl)-5,7,8,9-tetrahydro-pyrimido[4,5-b][1,4]diazepin-6-one (VII-150), 0.072 g (0.27 mmole) of 4-amino-3-methoxy-N-(1-methyl-piperidin-4-yl)-benzamide, 0.074 g (0.39 mmole) of p-toluenesulfonic acid monohydrate and 4 mL of isopropanol was heated in a pressure tube at 140 degrees overnight. After cooling, dichloromethane and saturated sodium carbonate were added. The mixture was extracted with dichlorometh... Reactants: COC(=O)C1CCC(C(=O)O)CC1, Cl, CN(C(=O)N(C)C1CNCC1c1ccc(F)cc1)c1cc(C(F)(F)F)cc(C(F)(F)F)c1. As a reaction SMILES: [CH3:34][O:35][C:36](=[O:37])[CH:38]1[CH2:39][CH2:40][CH:41]([C:44](=[O:45])[OH:46])[CH2:42][CH2:43]1.[ClH:1].[F:2][C:3]([c:4]1[cH:5][c:6]([N:14]([C:15](=[O:16])[N:17]([CH3:18])[CH:19]2[CH2:20][NH:21][CH2:22][CH:23]2[c:24]2[cH:25][cH:26][c:27]([F:30])[cH:28][cH:29]2)[CH3:31])[cH:7][c:8]([C:10]([F:11])([F:12])[F:13])[cH:9]1)([F:32])[F:33]>>[F:2][C:3]([c:4]1[cH:5][c:6]([N:14]([C:15](=[O:16])[N:17]([CH3:18])[CH:19]2[CH2:20][N:21]([C:44]([CH:41]3[CH2:40][CH2:39][CH:38]([C:36]([O:35][CH3:34])=[O:37])[CH2:43][CH2:42]3)=[O:45])[CH2:22][CH:23]2[c:24]2[cH:25][cH:26][c:27]([F:30])[cH:28][cH:29]2)[CH3:31])[cH:7][c:8]([C:10]([F:11])([F:12])[F:13])[cH:9]1)([F:32])[F:33]. The product is COC(=O)C1CCC(C(=O)N2CC(c3ccc(F)cc3)C(N(C)C(=O)N(C)c3cc(C(F)(F)F)cc(C(F)(F)F)c3)C2)CC1. Reactants: CC(=O)OC(C)=O, O, Nc1ccc(O)c2c1CCC2. The product is CC(=O)Nc1ccc(O)c2c1CCC2. RXN SMILES: [CH3:12][C:13](=[O:14])[O:15][C:16](=[O:17])[CH3:18].[OH2:19].[OH:1][c:2]1[cH:3][cH:4][c:5]([NH2:11])[c:6]2[c:10]1[CH2:9][CH2:8][CH2:7]2>>[OH:1][c:2]1[cH:3][cH:4][c:5]([NH:11][C:13]([CH3:12])=[O:14])[c:6]2[c:10]1[CH2:9][CH2:8][CH2:7]2. The reactants are CC=CC=CCCC=CC(=O)OC, Cl, [K+], [OH-]. The product is CC=CC=CCCC=CC(=O)O. RXN SMILES: [CH3:1][O:2][C:3]([CH:4]=[CH:5][CH2:6][CH2:7][CH:8]=[CH:9][CH:10]=[CH:11][CH3:12])=[O:13].[ClH:16].[K+:15].[OH-:14]>>[O:2]=[C:3]([CH:4]=[CH:5][CH2:6][CH2:7][CH:8]=[CH:9][CH:10]=[CH:11][CH3:12])[OH:13]. Reactants: C(C1=CC=CC=C1)OC(=O)N1C(O[C@H]([C@@H]1CC(C)C)C=C(C(=O)OCC)CC)(C)C (ethyl 3-[(4S,5S)-3-benzyloxycarbonyl-2,2-dimethyl-4-isobutyloxazolidin-5-yl]-2-ethyl-2-propenoate), O (water), Cl (hydrochloric acid). The solvent is C(C)O.O (ethanol water), [OH-].[K+] (potassium hydroxide). Run at time 3 hour. Product: C(C1=CC=CC=C1)OC(=O)N1C(O[C@H]([C@@H]1CC(C)C)C=C(C(=O)O)CC)(C)C (3-[(4S,5S)-3-benzyloxycarbonyl-2,2-dimethyl-4-isobutyloxazolidin-5-yl]-2-ethyl-2-propenoic acid). Reaction SMILES: [CH2:1]([O:8][C:9]([N:11]1[C@@H:15]([CH2:16][CH:17]([CH3:19])[CH3:18])[C@H:14]([CH:20]=[C:21]([CH2:27][CH3:28])[C:22]([O:24]CC)=[O:23])[O:13][C:12]1([CH3:30])[CH3:29])=[O:10])[C:2]1[CH:7]=[CH:6][CH:5]=[CH:4][CH:3]=1.Cl.O>C(O)C.O.[OH-].[K+]>[CH2:1]([O:8][C:9]([N:11]1[C@@H:15]([CH2:16][CH:17]([CH3:19])[CH3:18])[C@H:14]([CH:20]=[C:21]([CH2:27][CH3:28])[C:22]([OH:24])=[O:23])[O:13][C:12]1([CH3:30])[CH3:29])=[O:10])[C:2]1[CH:7]=[CH:6][CH:5]=[CH:4][CH:3]=1 |f:3.4,5.6|. Procedure details: 517 mg of ethyl 3-[(4S,5S)-3-benzyloxycarbonyl-2,2-dimethyl-4-isobutyloxazolidin-5-yl]-2-ethyl-2-propenoate was dissolved in 3.10 ml of an ethanol/water (9/1) solution of 2N potassium hydroxide, and the solution was stirred at room temperature for 3 hours. Then, the reaction solution was adjusted to pH2 with 1N hydrochloric acid under cooling with ice and after an addition of 24 ml of water, extracted three times with 20 ml of ethyl acetate. The organic layer was washed with water and with a sat...